From a dataset of the Open Reaction Database (ORD), a public repository of structured organic reaction records. describe an organic reaction: reactants, conditions, products, and yield The reactants are N(O)=C1CC(CC1)C1=C(C=C2C(C(=CN(C2=C1)C1CC1)C(=O)O)=O)F (7-[(3oximino)cyclopentyl]-1-cyclopropyl-6-fluoro-1,4-dihydro-4-oxoquinoline-3-carboxylic acid), Cl (hydrochloric acid), [H][H] (hydrogen). The reagents and catalysts are [Ni] (Raney-nickel). The solvent is CN(C=O)C (N,N-dimethylformamide). Product: Cl.NC1CC(CC1)C1=C(C=C2C(C(=CN(C2=C1)C1CC1)C(=O)O)=O)F (7-[3-(Amino)cyclopentyl]-1-cyclopropyl-6-fluoro-1,4-dihydro-4-oxoquinoline-3-carboxylic acid hydrochloride). The yield is 71.4%. Reaction SMILES: [N:1](=[C:3]1[CH2:7][CH2:6][CH:5]([C:8]2[CH:17]=[C:16]3[C:11]([C:12](=[O:24])[C:13]([C:21]([OH:23])=[O:22])=[CH:14][N:15]3[CH:18]3[CH2:20][CH2:19]3)=[CH:10][C:9]=2[F:25])[CH2:4]1)O.[H][H].[ClH:28]>[Ni].CN(C)C=O>[ClH:28].[NH2:1][CH:3]1[CH2:7][CH2:6][CH:5]([C:8]2[CH:17]=[C:16]3[C:11]([C:12](=[O:24])[C:13]([C:21]([OH:23])=[O:22])=[CH:14][N:15]3[CH:18]3[CH2:19][CH2:20]3)=[CH:10][C:9]=2[F:25])[CH2:4]1 |f:5.6|. Procedure details: A suspension of 17.2 g (50 mmol) of 7-[(3oximino)cyclopentyl]-1-cyclopropyl-6-fluoro-1,4-dihydro-4-oxoquinoline-3-carboxylic acid, 3.0 g of Raney-nickel and 300 ml of N,N-dimethylformamide was shaken in a hydrogen atmosphere at 45-50 psi for 24 hours. After removing the catalyst by filtration through Celite and addition of 100 ml of 6.0 M hydrochloric acid (60 mmol), the mixture was evaporated in high vacuo at 50°. The residue was triturated with a mixture of 200 ml of ethanol/ether (1:1) and th... Reactants: NC1=C(C=C(C=C1C(F)(F)F)CO)Cl ((4-amino-3-chloro-5-trifluoromethyl-phenyl)-methanol). The reagents and catalysts are [O-2].[O-2].[Mn+4] (manganese dioxide). Solvent: C(Cl)Cl (DCM). Run at time 8 hour. Product: NC1=C(C=C(C=O)C=C1C(F)(F)F)Cl (4-amino-3-chloro-5-trifluoromethyl-benzaldehyde). As a reaction SMILES: [NH2:1][C:2]1[C:7]([C:8]([F:11])([F:10])[F:9])=[CH:6][C:5]([CH2:12][OH:13])=[CH:4][C:3]=1[Cl:14]>[O-2].[O-2].[Mn+4].C(Cl)Cl>[NH2:1][C:2]1[C:7]([C:8]([F:9])([F:10])[F:11])=[CH:6][C:5]([CH:12]=[O:13])=[CH:4][C:3]=1[Cl:14] |f:1.2.3|. Procedure: A mixture of 17.0 g (75.4 mmol) of (4-amino-3-chloro-5-trifluoromethyl-phenyl)-methanol, 100 g (1.15 mol) of manganese dioxide and 300 mL of DCM was stirred overnight at RT. The precipitate was suction filtered and the solution evaporated down i. vac. The desired product was obtained as a white solid. Reactants: N.CO (ammonia methanol), Cl.CC1=CC=2C(=NC3=C(NC2S1)C=CC=C3)N (2-methyl-4H-3-thia-4,9-diazabenzo[f]azulen-10-ylamine hydrochloride). Run in ClCCl (dichloromethane). Product: CC1=CC=2C(=NC3=C(NC2S1)C=CC=C3)N (2-Methyl-4H-3-thia-4,9-diazabenzo[f]azulen-10-ylamine). As a reaction SMILES: Cl.[CH3:2][C:3]1[S:12][C:11]2[NH:10][C:9]3[CH:13]=[CH:14][CH:15]=[CH:16][C:8]=3[N:7]=[C:6]([NH2:17])[C:5]=2[CH:4]=1.N.CO>ClCCl>[CH3:2][C:3]1[S:12][C:11]2[NH:10][C:9]3[CH:13]=[CH:14][CH:15]=[CH:16][C:8]=3[N:7]=[C:6]([NH2:17])[C:5]=2[CH:4]=1 |f:0.1,2.3|. Procedure: Dissolve 2-methyl-4H-3-thia-4,9-diazabenzo[f]azulen-10-ylamine hydrochloride (6 g, 22.6 mmoles) in a 5:1 mixture of dichloromethane and commercial 7N ammonia-methanol, wash with half a volume of 5N aqueous sodium hydroxide. Separate the organic layer and extract the aqueous layer twice with dichloromethane. Combine all organic extracts, dry over magnesium sulfate, filter and concentrate in vacuo to yield the title free base as an orange solid: 1H NMR (DMSO-d6): δ8.10–7.80 (br, 1H), 7.30–6.90 (br... Starting materials: ClC1=C2C(NC(=N1)C)=CC(=N2)C2=CC=CC=C2 (4-chloro-2-methyl-6-phenylpyrrolo[3,2-d]pyrimidine), C(CCC)[Sn](C=1SC=CN1)(CCCC)CCCC (2-tributylstannylthiazole), C1(=CC=CC=C1)P(C1=CC=CC=C1)C1=CC=CC=C1 (triphenylphosphine), C(CCC)[Sn](C=1SC=CN1)(CCCC)CCCC (2-tributylstannylthiazole), C1(=CC=CC=C1)P(C1=CC=CC=C1)C1=CC=CC=C1 (triphenylphosphine). The reagents and catalysts are C=1C=CC(=CC1)/C=C/C(=O)/C=C/C2=CC=CC=C2.C=1C=CC(=CC1)/C=C/C(=O)/C=C/C2=CC=CC=C2.C=1C=CC(=CC1)/C=C/C(=O)/C=C/C2=CC=CC=C2.[Pd].[Pd] (tris(dibenzylideneacetone)dipalladium(0)), C=1C=CC(=CC1)/C=C/C(=O)/C=C/C2=CC=CC=C2.C=1C=CC(=CC1)/C=C/C(=O)/C=C/C2=CC=CC=C2.C=1C=CC(=CC1)/C=C/C(=O)/C=C/C2=CC=CC=C2.[Pd].[Pd] (tris(dibenzylideneacetone)dipalladium(0)). The solvent is C1(=CC=CC=C1)C (toluene). Run at temperature 120 celsius, time 3 day. Product: CC=1NC=2C(=C(N1)C=1SC=CN1)N=C(C2)C2=CC=CC=C2 (2-(2-Methyl-6-phenylpyrrolo[2,3-e]pyrimidin4-yl)-1,3-thiazole). Yield: 49.6%. RXN SMILES: Cl[C:2]1[N:7]=[C:6]([CH3:8])[NH:5][C:4]2=[CH:9][C:10]([C:12]3[CH:17]=[CH:16][CH:15]=[CH:14][CH:13]=3)=[N:11][C:3]=12.C([Sn](CCCC)(CCCC)[C:23]1[S:24][CH:25]=[CH:26][N:27]=1)CCC.C1(P(C2C=CC=CC=2)C2C=CC=CC=2)C=CC=CC=1>C1(C)C=CC=CC=1.C1C=CC(/C=C/C(/C=C/C2C=CC=CC=2)=O)=CC=1.C1C=CC(/C=C/C(/C=C/C2C=CC=CC=2)=O)=CC=1.C1C=CC(/C=C/C(/C=C/C2C=CC=CC=2)=O)=CC=1.[Pd].[Pd]>[CH3:8][C:6]1[NH:5][C:4]2[C:3]([N:11]=[C:10]([C:12]3[CH:17]=[CH:16][CH:15]=[CH:14][CH:13]=3)[CH:9]=2)=[C:2]([C:23]2[S:24][CH:25]=[CH:26][N:27]=2)[N:7]=1 |f:4.5.6.7.8|. Reported procedure: A mixture of 4-chloro-2-methyl-6-phenylpyrrolo[3,2-d]pyrimidine (Example 1(e)) (200 mg, 0.82 mmol), 2-tributylstannylthiazole (Frontier Scientific) (338 mg, 0.90 mmol), tris(dibenzylideneacetone)dipalladium(0) (Aldrich Chemical Company) (19 mg, 0.021 mmol) and triphenylphosphine (Aldrich Chemical Company) (43 mg, 0.16 mmol) in anhydrous toluene (2 mL) was refluxed under N2 for 4 d. TLC showed that the reaction was not complete. Therefore, additional portions of 2-tributylstannylthiazole (338 mg,...